This data is from the Open Reaction Database (ORD), a public repository of structured organic reaction records. The task is: describe an organic reaction: reactants, conditions, products, and yield Reactants: FC=1C=C(C=C(C1)F)[C@@H]1COC(C(N1CC(=O)OCC)=O)(C)C (Ethyl [(5R)-5-(3,5-difluorophenyl)-2,2-dimethyl-3-oxomorpholin-4-yl]acetate), [Li+].[OH-] (LiOH). Run in C1CCOC1 (THF), O (H2O). Conditions: time 18 hour. Yields the product FC=1C=C(C=C(C1)F)[C@@H]1COC(C(N1CC(=O)O)=O)(C)C ([(5R)-5-(3,5-Difluorophenyl)-2,2-dimethyl-3-oxomorpholin-4-yl]acetic acid). Reaction SMILES: [F:1][C:2]1[CH:3]=[C:4]([C@H:9]2[N:14]([CH2:15][C:16]([O:18]CC)=[O:17])[C:13](=[O:21])[C:12]([CH3:23])([CH3:22])[O:11][CH2:10]2)[CH:5]=[C:6]([F:8])[CH:7]=1.[Li+].[OH-]>C1COCC1.O>[F:1][C:2]1[CH:3]=[C:4]([C@H:9]2[N:14]([CH2:15][C:16]([OH:18])=[O:17])[C:13](=[O:21])[C:12]([CH3:23])([CH3:22])[O:11][CH2:10]2)[CH:5]=[C:6]([F:8])[CH:7]=1 |f:1.2|. Procedure: To a solution of ethyl [(5R)-5-(3,5-difluorophenyl)-2,2-dimethyl-3-oxomorpholin-4-yl]acetate from Step H (150 mg, 0.46 mmol) in THF (3 mL) and H2O (3 mL) was added 1 N aqueous LiOH (0.55 mL, 0.55 mmol) and the resulting mixture was stirred at ambient temperature for 18 h. The reaction mixture was purified directly by HPLC using a reversed phase C18 column and eluting with a gradient of H2O:CH3CN:CF3CO2H—90:10:0.1 to 5:95:0.1. Lyophilization provided the title compound. MS: m/z=300 (M+1). The reactants are CN(S(=O)(=O)N1CCN(CC1)CC1=CC=2N=C(N=C(C2S1)N1CCOCC1)Cl)C (4-(2-Chloro-4-morpholin-4-yl-thieno[3,2-d]pyrimidin-6-ylmethyl)-piperazine-1-sulfonic acid dimethylamide), NC1=NC=C(C=N1)B1OC(C)(C)C(C)(C)O1 (2-aminopyrimidine-5-boronic acid pinacol ester). The product is O1CCN(CC1)C=1C2=C(N=C(N1)C=1C=NC(=NC1)N)C=C(S2)CN2CCN(CC2)S(=O)(=O)N(C)C (5-(4-morpholino-6-((4-N-dimethylaminosulfonylpiperazin-1-yl)methyl)thieno[3,2-d]pyrimidin-2-yl)pyrimidin-2-amine). As a reaction SMILES: [CH3:1][N:2]([CH3:29])[S:3]([N:6]1[CH2:11][CH2:10][N:9]([CH2:12][C:13]2[S:21][C:20]3[C:19]([N:22]4[CH2:27][CH2:26][O:25][CH2:24][CH2:23]4)=[N:18][C:17](Cl)=[N:16][C:15]=3[CH:14]=2)[CH2:8][CH2:7]1)(=[O:5])=[O:4].[NH2:30][C:31]1[N:36]=[CH:35][C:34](B2OC(C)(C)C(C)(C)O2)=[CH:33][N:32]=1>>[O:25]1[CH2:26][CH2:27][N:22]([C:19]2[C:20]3[S:21][C:13]([CH2:12][N:9]4[CH2:10][CH2:11][N:6]([S:3]([N:2]([CH3:29])[CH3:1])(=[O:5])=[O:4])[CH2:7][CH2:8]4)=[CH:14][C:15]=3[N:16]=[C:17]([C:34]3[CH:33]=[N:32][C:31]([NH2:30])=[N:36][CH:35]=3)[N:18]=2)[CH2:23][CH2:24]1. Reported procedure: 4-(2-Chloro-4-morpholin-4-yl-thieno[3,2-d]pyrimidin-6-ylmethyl)-piperazine-1-sulfonic acid dimethylamide (Example 28) was reacted with 2-aminopyrimidine-5-boronic acid pinacol ester in General Procedure A. Purification on silica yielded 112. NMR (CDCl3): 2.51-2.55 (4H, m CH2), 2.75 (6H, s, Me), 3.22-3.25 (4H, m, CH2), 3.77 (2H, s, CH2), 3.78-3.82 (4H, m, CH2), 3.94-3.97 (4H, m, CH2), 5.14 (2H, br s, NH2), 7.20 (1H, s, Ar) and 9.20 (2H, s, Ar). MS: (ESI+): MH+=520.34. The reactants are C1(=CC=CC=C1)C1(CC1)C1=CC=C(C(=O)N2CC3=C(CC2)C=CO3)C=C1 (6-[4-(1-phenylcyclopropyl)benzoyl]-4,5,6,7-tetrahydrofuro[2,3-c]pyridine), N1CCCC1 (pyrrolidine), C=O (formaldehyde). The solvent is C(C)(=O)O (acetic acid). Conditions: temperature 100 celsius, time 1 hour. Yields the product C1(=CC=CC=C1)C1(CC1)C1=CC=C(C(=O)N2CC3=C(CC2)C=C(O3)CN3CCCC3)C=C1 (6-[4-(1-phenylcyclopropyl)benzoyl]-2-(1-pyrrolidinylmethyl)-4,5,6,7-tetrahydrofuro[2,3-c]pyridine). Reaction SMILES: [C:1]1([C:7]2([C:10]3[CH:26]=[CH:25][C:13]([C:14]([N:16]4[CH2:21][CH2:20][C:19]5[CH:22]=[CH:23][O:24][C:18]=5[CH2:17]4)=[O:15])=[CH:12][CH:11]=3)[CH2:9][CH2:8]2)[CH:6]=[CH:5][CH:4]=[CH:3][CH:2]=1.[NH:27]1[CH2:31][CH2:30][CH2:29][CH2:28]1.[CH2:32]=O>C(O)(=O)C>[C:1]1([C:7]2([C:10]3[CH:26]=[CH:25][C:13]([C:14]([N:16]4[CH2:21][CH2:20][C:19]5[CH:22]=[C:23]([CH2:32][N:27]6[CH2:31][CH2:30][CH2:29][CH2:28]6)[O:24][C:18]=5[CH2:17]4)=[O:15])=[CH:12][CH:11]=3)[CH2:9][CH2:8]2)[CH:2]=[CH:3][CH:4]=[CH:5][CH:6]=1. Reported procedure: To a solution of 0.454 g (1.322 mmol) of 6-[4-(1-phenylcyclopropyl)benzoyl]-4,5,6,7-tetrahydrofuro[2,3-c]pyridine in 10 ml of acetic acid, 0.17 ml (1.98 mmol) of pyrrolidine and 0.16 g (1.98 mmol) of 37% aqueous formaldehyde were added, followed by stirring at 100° C. for 1 hour. After the solvent was distilled off under reduced pressure, the residual solution was alkalified with aqueous sodium hydroxide and extracted with ethyl acetate 3 times. The combined organic layer was dried over anhydrou... Starting materials: Cl.CN (Methylamine hydrochloride), CC(C)(C)OC(=O)NC(CC1=CSC=N1)C(=O)O (Boc-L-3-(4-thiazolyl)alanine). Yields the product C(C)(C)(C)OC(=O)N[C@H](C(=O)NC)CC=1N=CSC1 ((S)-2-(N-t-Butoxycarbonylamino)-N-methyl-3-thiazol-4-yl-propionamide). Reaction SMILES: Cl.[CH3:2][NH2:3].[CH3:4][C:5]([O:8][C:9]([NH:11][CH:12]([C:19]([OH:21])=O)[CH2:13][C:14]1[N:18]=[CH:17][S:16][CH:15]=1)=[O:10])([CH3:7])[CH3:6]>>[C:5]([O:8][C:9]([NH:11][C@@H:12]([CH2:13][C:14]1[N:18]=[CH:17][S:16][CH:15]=1)[C:19]([NH:3][CH3:2])=[O:21])=[O:10])([CH3:4])([CH3:6])[CH3:7] |f:0.1|. Reported procedure: Methylamine hydrochloride (1.2 mmol) and Boc-L-3-(4-thiazolyl)alanine (1.0 mmol) were coupled according to Procedure A (0-25° C. reaction temperature, acid wash omitted) and the product used without further purification. Yield, 250 mg, 88%. Reactants: ClC1=C(C=C(C=C1)[C@@H]1O[C@@H]([C@H]([C@@H]([C@H]1O)O)O)CO)CC1=CC=C(C=C1)O ((2S,3R,4R,5S,6R)-2-(4-chloro-3-(4-hydroxybenzyl)phenyl)-6-(hydroxymethyl)tetrahydro-2H-pyran-3,4,5-triol), ClC1=C(C=C(C=C1)[C@@H]1O[C@@H]([C@H]([C@@H]([C@H]1O)O)O)CO)CC1=CC=C(C=C1)O ((2S,3R,4R,5S,6R)-2-(4-chloro-3-(4-hydroxybenzyl)phenyl)-6-(hydroxymethyl)tetrahydro-2H-pyran-3,4,5-triol), C(=O)([O-])[O-].[Cs+].[Cs+] (Cs2CO3), CC1=CC=C(C=C1)S(=O)(=O)OCC#CC1CC1 (3-cyclopropylprop-2-ynyl 4-methylbenzenesulfonate). The solvent is CN(C)C=O (DMF). Reaction conditions: time 2 hour. The product is ClC1=C(C=C(C=C1)[C@@H]1O[C@@H]([C@H]([C@@H]([C@H]1O)O)O)CO)CC1=CC=C(C=C1)OCC#CC1CC1 ((2S,3R,4R,5S,6R)-2-(4-chloro-3-(4-(3-cyclopropylprop-2-ynyloxy)benzyl)phenyl)-6-(hydroxymethyl)tetrahydro-2H-pyran-3,4,5-triol). As a reaction SMILES: [Cl:1][C:2]1[CH:7]=[CH:6][C:5]([C@H:8]2[C@H:13]([OH:14])[C@@H:12]([OH:15])[C@H:11]([OH:16])[C@@H:10]([CH2:17][OH:18])[O:9]2)=[CH:4][C:3]=1[CH2:19][C:20]1[CH:25]=[CH:24][C:23]([OH:26])=[CH:22][CH:21]=1.C([O-])([O-])=O.[Cs+].[Cs+].CC1C=CC(S(O[CH2:44][C:45]#[C:46][CH:47]2[CH2:49][CH2:48]2)(=O)=O)=CC=1>CN(C=O)C>[Cl:1][C:2]1[CH:7]=[CH:6][C:5]([C@H:8]2[C@H:13]([OH:14])[C@@H:12]([OH:15])[C@H:11]([OH:16])[C@@H:10]([CH2:17][OH:18])[O:9]2)=[CH:4][C:3]=1[CH2:19][C:20]1[CH:21]=[CH:22][C:23]([O:26][CH2:44][C:45]#[C:46][CH:47]2[CH2:49][CH2:48]2)=[CH:24][CH:25]=1 |f:1.2.3|. Reported procedure: To a stirred solution of (2S,3R,4R,5S,6R)-2-(4-chloro-3-(4-hydroxybenzyl)phenyl)-6-(hydroxymethyl)tetrahydro-2H-pyran-3,4,5-triol (intermediate D1) (20 mg, 0.0526 mmol) in 1 mL of DMF was added Cs2CO3 (21 ng, 0.063 mmol) and 3-cyclopropylprop-2-ynyl 4-methylbenzenesulfonate (intermediate AU) (20 mg, 0.079 mmol) at room temperature. After stirring for 2 h, the reaction was quenched with 1 mL of ice water. The mixture was extracted 3× with ethyl acetate (5 mL each). The combined organic layers wer... Reaction SMILES: [CH3:17][OH:18].[CH3:1][O:2][c:3]1[c:4]([O:12][CH3:13])[cH:5][c:6]([CH:9]=[CH:10][CH3:11])[cH:7][cH:8]1.[H:14][H:15].[Pd:16]>>[CH3:1][O:2][c:3]1[c:4]([O:12][CH3:13])[cH:5][c:6]([CH2:9][CH2:10][CH3:11])[cH:7][cH:8]1. Yields the product CCCc1ccc(OC)c(OC)c1. Starting materials: CO, CC=Cc1ccc(OC)c(OC)c1, [H][H], [Pd]. Starting materials: ClC=1C=CC(=C(C=O)C1)N1CCOCC1 (5-chloro-2-(morpholin-4-yl)benzaldehyde), N1(CCNCC1)C(=O)OC(C)(C)C (tert-butyl piperazine-1-carboxylate), 1,2-dichloromethane, C(C)(=O)O[BH-](OC(C)=O)OC(C)=O.[Na+] (Sodium triacetoxyborohydride). Run in O (H2O). Conditions: time 0.5 hour. Product: ClC=1C=CC(=C(C1)CN1CCN(CC1)C(=O)OC(C)(C)C)N1CCOCC1 (tert-butyl 4-[[5-chloro-2-(morpholin-4-yl)phenyl]methyl]piperazine-1-carboxylate). The yield is 113.9%. RXN SMILES: [Cl:1][C:2]1[CH:3]=[CH:4][C:5]([N:10]2[CH2:15][CH2:14][O:13][CH2:12][CH2:11]2)=[C:6]([CH:9]=1)[CH:7]=O.[N:16]1([C:22]([O:24][C:25]([CH3:28])([CH3:27])[CH3:26])=[O:23])[CH2:21][CH2:20][NH:19][CH2:18][CH2:17]1.C(O[BH-](OC(=O)C)OC(=O)C)(=O)C.[Na+]>O>[Cl:1][C:2]1[CH:3]=[CH:4][C:5]([N:10]2[CH2:15][CH2:14][O:13][CH2:12][CH2:11]2)=[C:6]([CH2:7][N:19]2[CH2:18][CH2:17][N:16]([C:22]([O:24][C:25]([CH3:28])([CH3:27])[CH3:26])=[O:23])[CH2:21][CH2:20]2)[CH:9]=1 |f:2.3|. Reported procedure: A round-bottom flask was charged with 5-chloro-2-(morpholin-4-yl)benzaldehyde (1.60 g, 7.09 mmol, 1.00 equiv), tert-butyl piperazine-1-carboxylate (1.20 g, 6.43 mmol, 0.910 equiv), 1,2-dichloromethane (20 mL). The mixture was stirred at room temperature for 0.5 hour. Sodium triacetoxyborohydride (4.09 g, 19.3 mmol, 2.72 equiv) was added. The resulting solution was stirred overnight at room temperature and diluted with H2O (50 mL). The resulting solution was extracted with dichloromethane (2×20 m...